describe an organic reaction: reactants, conditions, products, and yield From a dataset of the Open Reaction Database (ORD), a public repository of structured organic reaction records. The reactants are N=C(CCl)N1CCC(OC(N)=O)C1, Cl, Cl, [Na+], [Na+], [Na+], O, [O-]P([O-])([O-])=S. The product is Cl, N=C(CS)N1CCC(OC(N)=O)C1. Reaction SMILES: [C:10]([NH2:11])(=[O:12])[O:13][CH:14]1[CH2:15][N:16]([C:19]([CH2:20][Cl:21])=[NH:22])[CH2:17][CH2:18]1.[ClH:23].[ClH:9].[Na+:6].[Na+:7].[Na+:8].[OH2:24].[P:1]([O-:2])([O-:3])([O-:4])=[S:5]>>[ClH:21].[SH:5][CH2:20][C:19]([N:16]1[CH2:15][CH:14]([O:13][C:10]([NH2:11])=[O:12])[CH2:18][CH2:17]1)=[NH:22]. The reactants are CCOC(C)=O, C=Cc1ccccc1, CCCCCC, COc1ccccc1N. The product is COc1ccccc1NCCc1ccccc1. RXN SMILES: [C:24]([O:25][CH2:26][CH3:27])(=[O:28])[CH3:29].[CH2:10]=[CH:11][c:12]1[cH:13][cH:14][cH:15][cH:16][cH:17]1.[CH3:18][CH2:19][CH2:20][CH2:21][CH2:22][CH3:23].[CH3:1][O:2][c:3]1[c:4]([NH2:9])[cH:5][cH:6][cH:7][cH:8]1>>[CH3:1][O:2][c:3]1[c:4]([NH:9][CH2:10][CH2:11][c:12]2[cH:13][cH:14][cH:15][cH:16][cH:17]2)[cH:5][cH:6][cH:7][cH:8]1. The reactants are C(CC=C)N1C(C(OC2=C1C=C(C(=C2)C(F)(F)F)C(=O)N([C@H]2CN(CCC2)C(=O)OC(C)(C)C)C(C)C)(C)C)=O (tert-butyl (3R)-3-[{[4-but-3-en-1-yl-2,2-dimethyl-3-oxo-7-(trifluoromethyl)-3,4-dihydro-2H-1,4-benzoxazin-6-yl]carbonyl}(isopropyl)amino]piperidine-1-carboxylate), ClC1=CC(=CC=C1)C(=O)OO (m-chloroperbenzoic acid), O (water). RXN SMILES: [CH2:1]([N:5]1[C:10]2[CH:11]=[C:12]([C:19]([N:21]([CH:35]([CH3:37])[CH3:36])[C@@H:22]3[CH2:27][CH2:26][CH2:25][N:24]([C:28]([O:30][C:31]([CH3:34])([CH3:33])[CH3:32])=[O:29])[CH2:23]3)=[O:20])[C:13]([C:15]([F:18])([F:17])[F:16])=[CH:14][C:9]=2[O:8][C:7]([CH3:39])([CH3:38])[C:6]1=[O:40])[CH2:2][CH:3]=[CH2:4].ClC1C=CC=C(C(OO)=[O:49])C=1.O>ClCCl>[CH3:39][C:7]1([CH3:38])[C:6](=[O:40])[N:5]([CH2:1][CH2:2][CH:3]2[CH2:4][O:49]2)[C:10]2[CH:11]=[C:12]([C:19]([N:21]([CH:35]([CH3:36])[CH3:37])[C@@H:22]3[CH2:27][CH2:26][CH2:25][N:24]([C:28]([O:30][C:31]([CH3:32])([CH3:34])[CH3:33])=[O:29])[CH2:23]3)=[O:20])[C:13]([C:15]([F:17])([F:16])[F:18])=[CH:14][C:9]=2[O:8]1. Reported procedure: To a solution of tert-butyl (3R)-3-[{[4-but-3-en-1-yl-2,2-dimethyl-3-oxo-7-(trifluoromethyl)-3,4-dihydro-2H-1,4-benzoxazin-6-yl]carbonyl}(isopropyl)amino]piperidine-1-carboxylate (1.7 g) in dichloromethane (15 ml) was added m-chloroperbenzoic acid (775 mg), and the mixture was stirred at room temperature overnight. To the reaction solution was added water, and the mixture was extracted with chloroform. The extract was washed with a saturated aqueous sodium chloride solution, dried over sodium su... Yields the product CC1(OC2=C(N(C1=O)CCC1OC1)C=C(C(=C2)C(F)(F)F)C(=O)N([C@H]2CN(CCC2)C(=O)OC(C)(C)C)C(C)C)C (tert-Butyl (3R)-3-[{[2,2-dimethyl-4-(2-oxiran-2-ylethyl)-3-oxo-7-(trifluoromethyl)-3,4-dihydro-2H-1,4-benzoxazin-6-yl]carbonyl}(isopropyl)amino]piperidine-1-carboxylate). Run in ClCCl (dichloromethane). Reaction conditions: time 8 hour. The yield is 44.6%. Starting materials: CC=1C(=CSC1)S(=O)(=O)N=C=O (4-methyl-3-thiophenesulfonyl isocyanate), NC1=NC(=CC(=N1)OC)OC (2-amino-4,6-dimethoxypyrimidine). The solvent is C(C)#N (acetonitrile), C(C)#N (acetonitrile). Product: COC1=NC(=NC(=C1)OC)NC(=O)NS(=O)(=O)C1=CSC=C1C (N-[(4,6-Dimethoxypyrimidin-2-yl)aminocarbonyl]-4-methyl-3-thiophenesulfonamide). The yield is 43.3%. Reaction SMILES: [CH3:1][C:2]1[C:3]([S:7]([N:10]=[C:11]=[O:12])(=[O:9])=[O:8])=[CH:4][S:5][CH:6]=1.[NH2:13][C:14]1[N:19]=[C:18]([O:20][CH3:21])[CH:17]=[C:16]([O:22][CH3:23])[N:15]=1>C(#N)C>[CH3:23][O:22][C:16]1[CH:17]=[C:18]([O:20][CH3:21])[N:19]=[C:14]([NH:13][C:11]([NH:10][S:7]([C:3]2[C:2]([CH3:1])=[CH:6][S:5][CH:4]=2)(=[O:8])=[O:9])=[O:12])[N:15]=1. Procedure details: A solution of 2 g of 4-methyl-3-thiophenesulfonyl isocyanate in 5 ml of dry acetonitrile was added to 1.5 g of 2-amino-4,6-dimethoxypyrimidine in 20 ml of acetonitrile with stirring. The mixture was stirred for 16 hours at ambient temperature and filtered to yield 1.5 g of the desired product, m.p. 175°-178°. The reactants are C(C)(C)(C)OC(=O)N1CCN(C2=CC=CC=C12)C1=NC=C(C=C1)N1CCNCC1 (4-(5-(piperazin-1-yl)pyridin-2-yl)-3,4-dihydro-2H-quinoxaline-1-carboxylic acid tert-butyl ester), ClCCl (dichloromethane), C1(CC1)S(=O)(=O)Cl (cyclopropylsulphonyl chloride). Run in C(C)N(CC)CC (triethylamine). Run at time 16 hour. Yields the product C(C)(C)(C)OC(=O)N1CCN(C2=CC=CC=C12)C1=NC=C(C=C1)N1CCN(CC1)S(=O)(=O)C1CC1 (4-[5-(4-(cyclopropylsulphonyl)piperazin-1-yl)pyridin-2-yl]-3,4-dihydro-2H-quinoxaline-1-carboxylic acid tert-butyl ester). RXN SMILES: [C:1]([O:5][C:6]([N:8]1[C:17]2[C:12](=[CH:13][CH:14]=[CH:15][CH:16]=2)[N:11]([C:18]2[CH:23]=[CH:22][C:21]([N:24]3[CH2:29][CH2:28][NH:27][CH2:26][CH2:25]3)=[CH:20][N:19]=2)[CH2:10][CH2:9]1)=[O:7])([CH3:4])([CH3:3])[CH3:2].ClCCl.[CH:33]1([S:36](Cl)(=[O:38])=[O:37])[CH2:35][CH2:34]1>C(N(CC)CC)C>[C:1]([O:5][C:6]([N:8]1[C:17]2[C:12](=[CH:13][CH:14]=[CH:15][CH:16]=2)[N:11]([C:18]2[CH:23]=[CH:22][C:21]([N:24]3[CH2:29][CH2:28][N:27]([S:36]([CH:33]4[CH2:35][CH2:34]4)(=[O:38])=[O:37])[CH2:26][CH2:25]3)=[CH:20][N:19]=2)[CH2:10][CH2:9]1)=[O:7])([CH3:4])([CH3:2])[CH3:3]. Procedure details: 10 g of 4-(5-(piperazin-1-yl)pyridin-2-yl)-3,4-dihydro-2H-quinoxaline-1-carboxylic acid tert-butyl ester are placed in a 500 ml round-bottomed flask. 126 ml of dichloromethane are added, followed by 4.23 ml of triethylamine and, finally, 2.7 ml of cyclopropylsulphonyl chloride. The reaction mixture is stirred at ambient temperature for 16 h, then washed with water and once with a saturated sodium chloride solution, dried over magnesium sulphate and then evaporated under reduced pressure. The cru... Starting materials: BrCC1=NN(C2=CC=CC=C12)C(=O)OC(C)(C)C (3-Bromomethyl-1-tert-butoxycarbonyl indazole), Intermediate 1, O=C1CC(N(C2=C(N1CC(=O)N(C1=CC=C(C=C1)OC)C(C)C)C=CC=C2)C2=CC=CC=C2)=O (2-(2,4-Dioxo-5-phenyl-2,3,4,5-tetrahydro-benzo[b][1,4]diazepin-1-yl)-N-isopropyl-N-(4-methoxy-phenyl) acetamide), solution, C[Si](C)(C)[N-][Si](C)(C)C.[K+] (potassium bis(trimethylsilyl)amide), O (water). Run in CN(C)C=O (DMF), CN(C)C=O (DMF), C1(=CC=CC=C1)C (toluene). Run at temperature 0 celsius, time 30 minute. Product: C(C)(C)(C)OC(=O)N1N=C(C2=CC=CC=C12)CC1C(N(C2=C(N(C1=O)CC(=O)N(C1=CC=CC=C1)C(C)C)C=CC=C2)C2=CC=CC=C2)=O (2-[3-(1-tert-butoxycarbonyl-1H-indazol-3-ylmethyl)-2,4-dioxo-5-phenyl-2,3,4,5-tetrahydro-benzo[b][1,4]diazepin-1-yl]-N-isopropyl-N-phenyl-acetamide). Yield: 68.4%. As a reaction SMILES: [O:1]=[C:2]1[N:8]([CH2:9][C:10]([N:12]([CH:21]([CH3:23])[CH3:22])[C:13]2[CH:18]=[CH:17][C:16](OC)=[CH:15][CH:14]=2)=[O:11])[C:7]2[CH:24]=[CH:25][CH:26]=[CH:27][C:6]=2[N:5]([C:28]2[CH:33]=[CH:32][CH:31]=[CH:30][CH:29]=2)[C:4](=[O:34])[CH2:3]1.C[Si]([N-][Si](C)(C)C)(C)C.[K+].Br[CH2:46][C:47]1[C:55]2[C:50](=[CH:51][CH:52]=[CH:53][CH:54]=2)[N:49]([C:56]([O:58][C:59]([CH3:62])([CH3:61])[CH3:60])=[O:57])[N:48]=1.O>CN(C=O)C.C1(C)C=CC=CC=1>[C:59]([O:58][C:56]([N:49]1[C:50]2[C:55](=[CH:54][CH:53]=[CH:52][CH:51]=2)[C:47]([CH2:46][CH:3]2[C:2](=[O:1])[N:8]([CH2:9][C:10]([N:12]([CH:21]([CH3:23])[CH3:22])[C:13]3[CH:18]=[CH:17][CH:16]=[CH:15][CH:14]=3)=[O:11])[C:7]3[CH:24]=[CH:25][CH:26]=[CH:27][C:6]=3[N:5]([C:28]3[CH:33]=[CH:32][CH:31]=[CH:30][CH:29]=3)[C:4]2=[O:34])=[N:48]1)=[O:57])([CH3:62])([CH3:61])[CH3:60] |f:1.2|. Procedure: To a solution of 427 mg of 2-(2,4-Dioxo-5-phenyl-2,3,4,5-tetrahydro-benzo[b][1,4]diazepin-1-yl)-N-isopropyl-N-(4-methoxy-phenyl) acetamide in 5 mL of dry DMF at 0° C. is added 2.2 mL of a 0.5M solution of potassium bis(trimethylsilyl)amide in toluene. The reaction mixture is stirred for 30 min at 0° C. and a solution of 311 mg of 3-Bromomethyl-1-tert-butoxycarbonyl indazole, prepared as in Intermediate 1, in 2 mL of dry DMF is added dropwise. The reaction mixture is stirred overnight at rt, pour... Starting materials: N#N (N2), CC=1C=C(C(=O)N(C)C)C=CC1C=C (3,N,N-trimethyl-4-vinyl-benzamide), C1(=CC=CC=C1)[Si](S)(C1=CC=CC=C1)C1=CC=CC=C1 (triphenylsilanethiol), CC(C)(C#N)N=NC(C)(C)C#N (AIBN). The solvent is C1(=CC=CC=C1)C (toluene). The product is CC=1C=C(C(=O)N(C)C)C=CC1CCS[Si](C1=CC=CC=C1)(C1=CC=CC=C1)C1=CC=CC=C1 (3,N,N-trimethyl-4-(2-triphenylsilanylsulfanyl-ethyl)-benzamide). Yield: 69.0%. Reaction SMILES: [CH3:1][C:2]1[CH:3]=[C:4]([CH:10]=[CH:11][C:12]=1[CH:13]=[CH2:14])[C:5]([N:7]([CH3:9])[CH3:8])=[O:6].[C:15]1([Si:21]([C:29]2[CH:34]=[CH:33][CH:32]=[CH:31][CH:30]=2)([C:23]2[CH:28]=[CH:27][CH:26]=[CH:25][CH:24]=2)[SH:22])[CH:20]=[CH:19][CH:18]=[CH:17][CH:16]=1.CC(N=NC(C#N)(C)C)(C#N)C.N#N>C1(C)C=CC=CC=1>[CH3:1][C:2]1[CH:3]=[C:4]([CH:10]=[CH:11][C:12]=1[CH2:13][CH2:14][S:22][Si:21]([C:23]1[CH:24]=[CH:25][CH:26]=[CH:27][CH:28]=1)([C:29]1[CH:34]=[CH:33][CH:32]=[CH:31][CH:30]=1)[C:15]1[CH:16]=[CH:17][CH:18]=[CH:19][CH:20]=1)[C:5]([N:7]([CH3:9])[CH3:8])=[O:6]. Reported procedure: A mixture of 3,N,N-trimethyl-4-vinyl-benzamide (706 mg, 3.73 mmol), triphenylsilanethiol (1.76 g, 6.00 mmol) and AIBN (185 mg, 1.13 mmol) in toluene (16 ml) was heated with stirring at 88° C. for two hours in a sealed test tube in an N2 atmosphere. The reaction mixture was cooled to room temperature and then concentrated under reduced pressure. The resulting residue was purified by silica gel column chromatography (hexane/ethyl acetate=2/1) to give 3,N,N-trimethyl-4-(2-triphenylsilanylsulfanyl-e... Starting materials: [Cl-], O=S(=O)(O)CCCCCCl, COC(=O)c1ccc(N)c(C)c1, c1ccncc1. The product is COC(=O)c1ccc(NS(=O)(=O)CCCCCCl)c(C)c1. Reaction SMILES: [Cl-:13].[Cl:14][CH2:15][CH2:16][CH2:17][CH2:18][CH2:19][S:20](=[O:21])(=[O:22])[OH:23].[NH2:1][c:2]1[c:3]([CH3:12])[cH:4][c:5]([C:6](=[O:7])[O:8][CH3:9])[cH:10][cH:11]1.[cH:24]1[cH:25][cH:26][n:27][cH:28][cH:29]1>>[NH:1]([c:2]1[c:3]([CH3:12])[cH:4][c:5]([C:6](=[O:7])[O:8][CH3:9])[cH:10][cH:11]1)[S:20]([CH2:19][CH2:18][CH2:17][CH2:16][CH2:15][Cl:14])(=[O:21])=[O:22].